This data is from the Open Reaction Database (ORD), a public repository of structured organic reaction records. The task is: describe an organic reaction: reactants, conditions, products, and yield The reactants are NC1=NC2=NC(=C(N=C2C(=N1)N)C1=C(C=CC=C1)Cl)N (2,4,7-TRIAMINO-6-(2-CHLOROPHENYL)PTERIDINE), COC(N(C)C)OC (N,N-dimethylformamide dimethylacetal). Product: CN(C)C=NC1=NC2=NC(=C(N=C2C(=N1)N=CN(C)C)C1=C(C=CC=C1)Cl)N=CN(C)C (2,4,7-TRI(DIMETHYLAMINOMETHYLENEAMINO)-6-(2-CHLOROPHENYL)PTERIDINE). RXN SMILES: [NH2:1][C:2]1[N:11]=[C:10]([NH2:12])[C:9]2[C:4](=[N:5][C:6]([NH2:20])=[C:7]([C:13]3[CH:18]=[CH:17][CH:16]=[CH:15][C:14]=3[Cl:19])[N:8]=2)[N:3]=1.CO[CH:23](OC)[N:24]([CH3:26])[CH3:25]>>[CH3:23][N:24]([CH:26]=[N:1][C:2]1[N:11]=[C:10]([N:12]=[CH:23][N:24]([CH3:26])[CH3:25])[C:9]2[C:4](=[N:5][C:6]([N:20]=[CH:23][N:24]([CH3:26])[CH3:25])=[C:7]([C:13]3[CH:18]=[CH:17][CH:16]=[CH:15][C:14]=3[Cl:19])[N:8]=2)[N:3]=1)[CH3:25]. Reported procedure: Under a nitrogen atmosphere, a stirred solution of 0.5 gram (0.002 mole) of 2,4,7-triamino-6-(2-chlorophenyl)pteridine (prepared in Example 2) in 50 mL of N,N-dimethylformamide dimethylacetal was heated at reflux for about 5 hours. After this time the reaction mixture was cooled in an ice-bath, and a solid was collected by filtration. The solid was washed with diethyl ether, yielding, when dried, 0.5 gram of 2,4,7-tri-(dimethylaminomethyleneamino)-6-(2-chlorophenyl)pteridine. The NMR spectrum wa... Starting materials: (E)-di(μ-acetato)bis(o-(di-o-tolylphosphino)benzyl)dipalladium(II), F[B-](F)(F)F.C(C)(C)(C)P(C(C)(C)C)C(C)(C)C (tri-tert-butylphosphine tetrafluoroborate), BrC=1C=C(C=CC1)NS(=O)(=O)C (N-(3-bromophenyl)methanesulfonamide), C1(CCCCC1)CNCC1CCCCC1 (N,N-dicyclohexylmethylamine), (E)-di(μ-acetato)bis(o-(di-o-tolylphosphino)benzyl)dipalladium(II), C(CC(O)(C(=O)O)CC(=O)O)(=O)O (citric acid), BrC=1C=C(C=CC1)NS(=O)(=O)C (N-(3-Bromophenyl)methanesulfonamide), C1(CCCCC1)CNCC1CCCCC1 (N,N-dicyclohexylmethylamine), FC1=CC=C(NC2=C(C(=O)OC(C)(C)C)C=CC(=C2)C=C)C=C1 (tert-butyl 2-(4-fluoroanilino)-4-vinylbenzoate). The reagents and catalysts are C(C)(=O)[O-].[Pd+2].C(C)(=O)[O-] (palladium acetate). The solvent is C(C)(=O)OCC (ethyl acetate), CN(C(C)=O)C (N,N-dimethylacetamide). Run at temperature 130 celsius, time 4 hour. Yields the product FC1=CC=C(NC2=C(C(=O)OC(C)(C)C)C=CC(=C2)\C=C\C2=CC(=CC=C2)NS(=O)(=O)C)C=C1 (tert-butyl 2-(4-fluoroanilino)-4-((E)-2-(3-(methanesulfonamido)phenyl)vinyl)benzoate). RXN SMILES: Br[C:2]1[CH:3]=[C:4]([NH:8][S:9]([CH3:12])(=[O:11])=[O:10])[CH:5]=[CH:6][CH:7]=1.C1(CNCC2CCCCC2)CCCCC1.[F:28][C:29]1[CH:50]=[CH:49][C:32]([NH:33][C:34]2[CH:46]=[C:45]([CH:47]=[CH2:48])[CH:44]=[CH:43][C:35]=2[C:36]([O:38][C:39]([CH3:42])([CH3:41])[CH3:40])=[O:37])=[CH:31][CH:30]=1.F[B-](F)(F)F.C(P(C(C)(C)C)C(C)(C)C)(C)(C)C.C(O)(=O)CC(CC(O)=O)(C(O)=O)O>C([O-])(=O)C.[Pd+2].C([O-])(=O)C.C(OCC)(=O)C.CN(C)C(=O)C>[F:28][C:29]1[CH:50]=[CH:49][C:32]([NH:33][C:34]2[CH:46]=[C:45](/[CH:47]=[CH:48]/[C:2]3[CH:7]=[CH:6][CH:5]=[C:4]([NH:8][S:9]([CH3:12])(=[O:11])=[O:10])[CH:3]=3)[CH:44]=[CH:43][C:35]=2[C:36]([O:38][C:39]([CH3:42])([CH3:40])[CH3:41])=[O:37])=[CH:31][CH:30]=1 |f:3.4,6.7.8|. Procedure details: N-(3-Bromophenyl)methanesulfonamide 0.36 g, N,N-dicyclohexylmethylamine 0.41 mL and palladium acetate 5.4 mg were added to N,N-dimethylacetamide 3.0 mL solution of tert-butyl 2-(4-fluoroanilino)-4-vinylbenzoate 0.15 g at room temperature, and it was stirred at 130° C. for 4 hours. N-(3-bromophenyl)methanesulfonamide 0.12 g, N,N-dicyclohexylmethylamine 0.10 mL and (E)-di(μ-acetato)bis(o-(di-o-tolylphosphino)benzyl)dipalladium(II) 5.4 mg were added to it, and it was stirred at 130° C. for 2 hours.... The reactants are C1(CCC1)N1CC2=C(NC=3C=CC(=CC23)C)CC1 (2-cyclobutyl-2,3,4,5-tetrahydro-8-methyl-1H-pyrido[4,3-b]indole), CC1=NC=C(C=C1)C=C (2-methyl-5-vinylpyridine), [OH-].[K+] (KOH). Solvent: CN1CCCC1=O (NMP). The product is C1(CCC1)N1CC2=C(N(C=3C=CC(=CC23)C)CCC=2C=NC(=CC2)C)CC1 (2-cyclobutyl-2,3,4,5-tetrahydro-8-methyl-5-(2-(6-methylpyridin-3-yl)ethyl)-1H-pyrido[4,3-b]indole). RXN SMILES: [CH:1]1([N:5]2[CH2:18][CH2:17][C:8]3[NH:9][C:10]4[CH:11]=[CH:12][C:13]([CH3:16])=[CH:14][C:15]=4[C:7]=3[CH2:6]2)[CH2:4][CH2:3][CH2:2]1.[CH3:19][C:20]1[CH:25]=[CH:24][C:23]([CH:26]=[CH2:27])=[CH:22][N:21]=1.[OH-].[K+]>CN1C(=O)CCC1>[CH:1]1([N:5]2[CH2:18][CH2:17][C:8]3[N:9]([CH2:27][CH2:26][C:23]4[CH:22]=[N:21][C:20]([CH3:19])=[CH:25][CH:24]=4)[C:10]4[CH:11]=[CH:12][C:13]([CH3:16])=[CH:14][C:15]=4[C:7]=3[CH2:6]2)[CH2:4][CH2:3][CH2:2]1 |f:2.3|. Procedure: The title compound is prepared from a mixture of 2-cyclobutyl-2,3,4,5-tetrahydro-8-methyl-1H-pyrido[4,3-b]indole, 2-methyl-5-vinylpyridine and KOH (5-7 equiv) in NMP at a temperature ranging between 25 deg C. to 100 deg C. The product obtained is isolated by preparative HPLC.